From a dataset of the Open Reaction Database (ORD), a public repository of structured organic reaction records. describe an organic reaction: reactants, conditions, products, and yield Reactants: COC(=O)C1C=C2c3cccc4[nH]cc(c34)CC2N(C#N)C1, CC(=O)O, CO, ClCCl, O, [Zn]. Product: COC(=O)C1C=C2c3cccc4[nH]cc(c34)CC2NC1. RXN SMILES: [CH3:1][O:2][C:3](=[O:4])[CH:5]1[CH2:6][N:7]([C:21]#[N:22])[CH:8]2[CH2:9][c:10]3[c:11]4[c:12]([cH:15][cH:16][cH:17][c:18]4[nH:19][cH:20]3)[C:13]2=[CH:14]1.[CH3:24][C:25](=[O:26])[OH:27].[CH3:28][OH:29].[Cl:30][CH2:31][Cl:32].[OH2:23].[Zn:33]>>[CH3:1][O:2][C:3](=[O:4])[CH:5]1[CH2:6][NH:7][CH:8]2[CH2:9][c:10]3[c:11]4[c:12]([cH:15][cH:16][cH:17][c:18]4[nH:19][cH:20]3)[C:13]2=[CH:14]1. The reactants are Br, O=C([O-])[O-], CCc1cc2c(c3c1[nH]c1ccc(OC)cc13)C(=O)N(CCN(CC)CC)C2=O, [K+], [K+], O. Product: CCc1cc2c(c3c1[nH]c1ccc(O)cc13)C(=O)N(CCN(CC)CC)C2=O. RXN SMILES: [BrH:1].[C:31](=[O:32])([O-:33])[O-:34].[CH2:2]([CH3:3])[N:4]([CH2:5][CH2:6][N:7]1[C:8](=[O:9])[c:10]2[cH:11][c:12]([CH2:27][CH3:28])[c:13]3[nH:14][c:15]4[cH:16][cH:17][c:18]([O:25][CH3:26])[cH:19][c:20]4[c:21]3[c:22]2[C:23]1=[O:24])[CH2:29][CH3:30].[K+:35].[K+:36].[OH2:37]>>[CH2:2]([CH3:3])[N:4]([CH2:5][CH2:6][N:7]1[C:8](=[O:9])[c:10]2[cH:11][c:12]([CH2:27][CH3:28])[c:13]3[nH:14][c:15]4[cH:16][cH:17][c:18]([OH:25])[cH:19][c:20]4[c:21]3[c:22]2[C:23]1=[O:24])[CH2:29][CH3:30]. Starting materials: CN(C1=CC=C(C=C1)NC=1SC=C(N1)C=1C=C(SC1C)C(=S)OC)C (Methyl 4-(2-{[4-(dimethylamino)phenyl]amino}(1,3-thiazol-4-yl))-5-methylthiothiophene-2-carboxylate), BrCC(=O)C=1C=C(SC1C)C(=S)OC (Methyl 4-(2-bromoacetyl)-5-methylthiothiophene-2-carboxylate), 4-N,N-dimethylaminophenyl thiourea. The product is Br.CN(C1=CC=C(C=C1)NC=1SC=C(N1)C=1C=C(SC1C)C(=S)OC)C (methyl 4-(2-{[4-(dimethylamino)phenyl]amino}(1,3-thiazol-4-yl))-5-methylthiothiophene-2-carboxylate hydrobromide). The yield is 75.0%. As a reaction SMILES: [CH3:1][N:2]([CH3:25])[C:3]1[CH:8]=[CH:7][C:6]([NH:9][C:10]2[S:11][CH:12]=[C:13]([C:15]3[CH:16]=[C:17]([C:21]([O:23][CH3:24])=[S:22])[S:18][C:19]=3[CH3:20])[N:14]=2)=[CH:5][CH:4]=1.[Br:26]CC(C1C=C(C(OC)=S)SC=1C)=O>>[BrH:26].[CH3:25][N:2]([CH3:1])[C:3]1[CH:8]=[CH:7][C:6]([NH:9][C:10]2[S:11][CH:12]=[C:13]([C:15]3[CH:16]=[C:17]([C:21]([O:23][CH3:24])=[S:22])[S:18][C:19]=3[CH3:20])[N:14]=2)=[CH:5][CH:4]=1 |f:2.3|. Procedure: Methyl 4-(2-{[4-(dimethylamino)phenyl]amino}(1,3-thiazol-4-yl))-5-methylthiothiophene-2-carboxylate hIydrobromide: Methyl 4-(2-bromoacetyl)-5-methylthiothiophene-2-carboxylate (50 mg, 0.16 mmol) was allowed to react with 4-N,N-dimethylaminophenyl thiourea (31.5 mg) as described in Example 154, step (a), to give 53.2 mg (75% yield) of methyl 4-(2-{[4-(dimethylamino)phenyl]amino}(1,3-thiazol-4-yl))-5-methylthiothiophene-2-carboxylate hydrobromide. 1H NMR (DMSO-d6, 300 MHz) δ 2.69 (s, 3H), 3.15 (s,... Starting materials: Cl (hydrochloric acid), C(C(C)C)C1=CC=C(C=C1)C(C1=CC=C(C=C1)CC(C)C)Cl (bis(4-isobutylphenyl)methyl chloride), C(C)(C)N(CC)C(C)C (diisopropylethylamine), NC=1C=C(C(=O)C2=CN(C3=CC=CC=C23)CCCC(=O)O)C=CC1 (4-[3-(3-aminobenzoyl)indol-1-yl]butyric acid), C(C(C)C)C1=CC=C(C=C1)C(C1=CC=C(C=C1)CC(C)C)Cl (bis(4-isobutylphenyl)methyl chloride), C(C)(C)N(CC)C(C)C (diisopropylethylamine). Solvent: ClCCl (dichloromethane). Conditions: temperature 25 celsius, time 8 hour. Yields the product C(C(C)C)C1=CC=C(C=C1)C(C1=CC=C(C=C1)CC(C)C)NC=1C=C(C(=O)C2=CN(C3=CC=CC=C23)CCCC(=O)O)C=CC1 (4-[3-[3-(bis[4-isobutylphenyl)methylamino]benzoyl]indol-1-yl]butyric acid). Yield: 50.0%. RXN SMILES: [NH2:1][C:2]1[CH:3]=[C:4]([CH:22]=[CH:23][CH:24]=1)[C:5]([C:7]1[C:15]2[C:10](=[CH:11][CH:12]=[CH:13][CH:14]=2)[N:9]([CH2:16][CH2:17][CH2:18][C:19]([OH:21])=[O:20])[CH:8]=1)=[O:6].[CH2:25]([C:29]1[CH:34]=[CH:33][C:32]([CH:35](Cl)[C:36]2[CH:41]=[CH:40][C:39]([CH2:42][CH:43]([CH3:45])[CH3:44])=[CH:38][CH:37]=2)=[CH:31][CH:30]=1)[CH:26]([CH3:28])[CH3:27].C(N(C(C)C)CC)(C)C.Cl>ClCCl>[CH2:42]([C:39]1[CH:40]=[CH:41][C:36]([CH:35]([NH:1][C:2]2[CH:3]=[C:4]([CH:22]=[CH:23][CH:24]=2)[C:5]([C:7]2[C:15]3[C:10](=[CH:11][CH:12]=[CH:13][CH:14]=3)[N:9]([CH2:16][CH2:17][CH2:18][C:19]([OH:21])=[O:20])[CH:8]=2)=[O:6])[C:32]2[CH:33]=[CH:34][C:29]([CH2:25][CH:26]([CH3:28])[CH3:27])=[CH:30][CH:31]=2)=[CH:37][CH:38]=1)[CH:43]([CH3:45])[CH3:44]. Reported procedure: A mixture of 4-[3-(3-aminobenzoyl)indol-1-yl]butyric acid (880 mg), bis(4-isobutylphenyl)methyl chloride (1.03 g) and diisopropylethylamine (0.945 g) in dichloromethane (20 ml) was stirred at 25° C. overnight, and bis(4-isobutylphenyl)methyl chloride (170 mg) and diisopropylethylamine (86 mg) were added thereto. After stirring at 25° C. for 3 hours, the reaction mixture was poured into cold 1N hydrochloric acid. The organic layer was separated, washed with water, and dried over magnesium sulfate... Starting materials: BrC1=CC=C(C=C1)CCCO (3-(4-Bromophenyl)propan-1-ol), C(CCC)P(CCCC)CCCC (tributylphosphine), ClC1=C(C(=CC=C1F)F)O (2-chloro-3,6-difluorophenol), N(=NC(=O)N1CCCCC1)C(=O)N1CCCCC1 (1,1′-(azodicarbonyl)-dipiperidine). The solvent is CCOCC (ether), C1(=CC=CC=C1)C (toluene). Run at temperature 80 celsius. The product is BrC1=CC=C(C=C1)CCCOC1=C(C=CC(=C1Cl)F)F (2-[3-(4-Bromophenyl)propoxy]-3-chloro-1,4-difluorobenzene). Reaction SMILES: [Br:1][C:2]1[CH:7]=[CH:6][C:5]([CH2:8][CH2:9][CH2:10][OH:11])=[CH:4][CH:3]=1.[Cl:12][C:13]1[C:18]([F:19])=[CH:17][CH:16]=[C:15]([F:20])[C:14]=1O.N(C(N1CCCCC1)=O)=NC(N1CCCCC1)=O.C(P(CCCC)CCCC)CCC>CCOCC.C1(C)C=CC=CC=1>[Br:1][C:2]1[CH:3]=[CH:4][C:5]([CH2:8][CH2:9][CH2:10][O:11][C:14]2[C:13]([Cl:12])=[C:18]([F:19])[CH:17]=[CH:16][C:15]=2[F:20])=[CH:6][CH:7]=1. Procedure details: 3-(4-Bromophenyl)propan-1-ol from the previous step (1 eq.) and 2-chloro-3,6-difluorophenol (1 eq.) were taken up in freshly deoxygenated toluene (0.3 M). To this solution was then added 1,1′-(azodicarbonyl)-dipiperidine (1.2 eq.) and finally tributylphosphine (1.2 eq.). The resulting yellow solution was heated at 80° C. for 2 h. The reaction mixture was cooled to RT, diluted with ether, and washed with 1 N aq. NaOH. The aqueous wash was back extracted with ether and the combined organic extract... The reactants are BrCc1ccco1, CCOC(=O)N1CCC(c2c[nH]c3ccccc23)CC1, CCOCC. Product: CCOC(=O)N1CCC(c2cn(Cc3ccco3)c3ccccc23)CC1. As a reaction SMILES: [Br:21][CH2:22][c:23]1[o:24][cH:25][cH:26][cH:27]1.[CH2:1]([CH3:2])[O:3][C:4](=[O:5])[N:6]1[CH2:7][CH2:8][CH:9]([c:12]2[cH:13][nH:14][c:15]3[cH:16][cH:17][cH:18][cH:19][c:20]23)[CH2:10][CH2:11]1.[CH2:28]([O:29][CH2:30][CH3:31])[CH3:32]>>[CH2:1]([CH3:2])[O:3][C:4](=[O:5])[N:6]1[CH2:7][CH2:8][CH:9]([c:12]2[cH:13][n:14]([CH2:22][c:23]3[o:24][cH:25][cH:26][cH:27]3)[c:15]3[cH:16][cH:17][cH:18][cH:19][c:20]23)[CH2:10][CH2:11]1. Reactants: solution, COC1=CC=C2C=NC(=NC2=C1)NC=1C=C(C=CC1)S(=O)(=O)N (3-(7-Methoxyquinazolin-2-ylamino)benzenesulfonamide), C[S-].[Na+] (sodium thiomethoxide). Run in CN1CCCC1=O (NMP). Conditions: temperature 80 celsius, time 3 hour. Product: OC1=CC=C2C=NC(=NC2=C1)NC=1C=C(C=CC1)S(=O)(=O)N (3-(7-Hydroxyquinazolin-2-ylamino)benzenesulfonamide). Isolated yield 85.0%. Reaction SMILES: C[O:2][C:3]1[CH:12]=[C:11]2[C:6]([CH:7]=[N:8][C:9]([NH:13][C:14]3[CH:15]=[C:16]([S:20]([NH2:23])(=[O:22])=[O:21])[CH:17]=[CH:18][CH:19]=3)=[N:10]2)=[CH:5][CH:4]=1.C[S-].[Na+]>CN1C(=O)CCC1>[OH:2][C:3]1[CH:12]=[C:11]2[C:6]([CH:7]=[N:8][C:9]([NH:13][C:14]3[CH:15]=[C:16]([S:20]([NH2:23])(=[O:22])=[O:21])[CH:17]=[CH:18][CH:19]=3)=[N:10]2)=[CH:5][CH:4]=1 |f:1.2|. Procedure details: To a 0.02M solution of 3-(7-Methoxyquinazolin-2-ylamino)benzenesulfonamide in NMP was added sodium thiomethoxide (5.0 eq) at ambient temperature. The reaction was stirred at 80° C. for 3 hours. The solid was collected by vacuum filtration and was partitioned between ethyl acetate and water. Saturated ammonium hydrochloride was added to aqueous phase until the PH=6. Aqueous phase was extracted with ethyl acetate. The organic phase was washed with brine, dried over sodium sulfate and concentrated ... Starting materials: CCOC(=O)COc1cc2c(=O)c(Cc3cccnc3)cn3c4ccc(Br)cc4c(c1)c23, CCO, [Na+], [OH-]. Product: O=C(O)COc1cc2c(=O)c(Cc3cccnc3)cn3c4ccc(Br)cc4c(c1)c23. As a reaction SMILES: [Br:1][c:2]1[cH:3][cH:4][c:5]2[n:6]3[c:7]4[c:8]([cH:9][c:10]([O:15][CH2:16][C:17](=[O:18])[O:19][CH2:20][CH3:21])[cH:11][c:12]4[c:13]2[cH:14]1)[c:22](=[O:32])[c:23]([CH2:25][c:26]1[cH:27][n:28][cH:29][cH:30][cH:31]1)[cH:24]3.[CH3:35][CH2:36][OH:37].[Na+:34].[OH-:33]>>[Br:1][c:2]1[cH:3][cH:4][c:5]2[n:6]3[c:7]4[c:8]([cH:9][c:10]([O:15][CH2:16][C:17](=[O:18])[OH:19])[cH:11][c:12]4[c:13]2[cH:14]1)[c:22](=[O:32])[c:23]([CH2:25][c:26]1[cH:27][n:28][cH:29][cH:30][cH:31]1)[cH:24]3. Starting materials: CC(C)(C)OC(=O)N1CCCC(O)C1, ClCCl, [Na+], [Na+], [Na+], O=C([O-])O, O=S([O-])([O-])=S. Product: CC(C)(C)OC(=O)N1CCCC(=O)C1. Reaction SMILES: [C:1]([CH3:2])([CH3:3])([CH3:4])[O:5][C:6](=[O:7])[N:8]1[CH2:9][CH:10]([OH:14])[CH2:11][CH2:12][CH2:13]1.[Cl:27][CH2:28][Cl:29].[Na+:19].[Na+:25].[Na+:26].[O-:15][C:16]([OH:17])=[O:18].[S:20]([O-:21])([O-:22])(=[O:23])=[S:24]>>[C:1]([CH3:2])([CH3:3])([CH3:4])[O:5][C:6](=[O:7])[N:8]1[CH2:9][C:10](=[O:14])[CH2:11][CH2:12][CH2:13]1. Starting materials: [BH4-], O=C(O)CNc1ccccc1F, I, [Na+]. Yields the product OCCNc1ccccc1F. RXN SMILES: [BH4-:13].[F:1][c:2]1[c:3]([NH:8][CH2:9][C:10](=[O:11])[OH:12])[cH:4][cH:5][cH:6][cH:7]1.[I:15].[Na+:14]>>[F:1][c:2]1[c:3]([NH:8][CH2:9][CH2:10][OH:11])[cH:4][cH:5][cH:6][cH:7]1.